This data is from the Open Reaction Database (ORD), a public repository of structured organic reaction records. The task is: describe an organic reaction: reactants, conditions, products, and yield Starting materials: BrC=1N=C2C(=NC1)N(C=C2C(=O)NC(C)(C)C)COCC[Si](C)(C)C (2-bromo-N-tert-butyl-5-((2-(trimethylsilyl)ethoxy)methyl)-5H-pyrrolo[2,3-b]pyrazine-7-carboxamide), CS(=O)(=O)C1=NC=CC(=C1)N (2-(methylsulfonyl)pyridin-4-amine), CC1(C2=C(C(=CC=C2)P(C3=CC=CC=C3)C4=CC=CC=C4)OC5=C(C=CC=C51)P(C6=CC=CC=C6)C7=CC=CC=C7)C (xantphos), C([O-])([O-])=O.[Cs+].[Cs+] (cesium carbonate). Reagents/catalysts: C=1C=CC(=CC1)/C=C/C(=O)/C=C/C2=CC=CC=C2.C=1C=CC(=CC1)/C=C/C(=O)/C=C/C2=CC=CC=C2.C=1C=CC(=CC1)/C=C/C(=O)/C=C/C2=CC=CC=C2.[Pd].[Pd] (Pd2(dba)3). Solvent: O1CCOCC1 (dioxane). Reaction conditions: temperature 150 celsius. Product: C(C)(C)(C)NC(=O)C1=CN(C2=NC=C(N=C21)NC2=CC(=NC=C2)S(=O)(=O)C)COCC[Si](C)(C)C (N-tert-butyl-2-(2-(methylsulfonyl)pyridin-4-ylamino)-5-((2-(trimethylsilyl)ethoxy)methyl)-5H-pyrrolo[2,3-b]pyrazine-7-carboxamide). The yield is 87.2%. Reaction SMILES: Br[C:2]1[N:3]=[C:4]2[C:10]([C:11]([NH:13][C:14]([CH3:17])([CH3:16])[CH3:15])=[O:12])=[CH:9][N:8]([CH2:18][O:19][CH2:20][CH2:21][Si:22]([CH3:25])([CH3:24])[CH3:23])[C:5]2=[N:6][CH:7]=1.[CH3:26][S:27]([C:30]1[CH:35]=[C:34]([NH2:36])[CH:33]=[CH:32][N:31]=1)(=[O:29])=[O:28].CC1(C)C2C(=C(P(C3C=CC=CC=3)C3C=CC=CC=3)C=CC=2)OC2C(P(C3C=CC=CC=3)C3C=CC=CC=3)=CC=CC1=2.C(=O)([O-])[O-].[Cs+].[Cs+]>O1CCOCC1.C1C=CC(/C=C/C(/C=C/C2C=CC=CC=2)=O)=CC=1.C1C=CC(/C=C/C(/C=C/C2C=CC=CC=2)=O)=CC=1.C1C=CC(/C=C/C(/C=C/C2C=CC=CC=2)=O)=CC=1.[Pd].[Pd]>[C:14]([NH:13][C:11]([C:10]1[C:4]2[C:5](=[N:6][CH:7]=[C:2]([NH:36][C:34]3[CH:33]=[CH:32][N:31]=[C:30]([S:27]([CH3:26])(=[O:29])=[O:28])[CH:35]=3)[N:3]=2)[N:8]([CH2:18][O:19][CH2:20][CH2:21][Si:22]([CH3:25])([CH3:24])[CH3:23])[CH:9]=1)=[O:12])([CH3:17])([CH3:16])[CH3:15] |f:3.4.5,7.8.9.10.11|. Procedure: A mixture of 2-bromo-N-tert-butyl-5-((2-(trimethylsilyl)ethoxy)methyl)-5H-pyrrolo[2,3-b]pyrazine-7-carboxamide (120 mg, 281 μmol), 2-(methylsulfonyl)pyridin-4-amine (55 mg, 319 μmol), xantphos (48.7 mg, 84.2 μmol), Pd2(dba)3 (25.7 mg, 28.1 μmol) and cesium carbonate (183 mg, 562 μmol) in dioxane (2 mL) was heated in a microwave at 150° C. for 20 min. The mixture was cooled then filtered through a pad of celite. The filtrate was concentrated in vacuo then purified by chromatography (silica, 35-70... Starting materials: compound 3, NC1=C(OCCCC(=O)OCC)C=CC=C1 (ethyl 4-(2-aminophenoxy)butyrate), CN1C=CC2=CC(=CC=C12)/C(=C/C(=O)O)/C (3-(1-methylindol-5-yl)isocrotonic acid). The product is CN1C=CC2=CC(=CC=C12)/C(=C/C(=O)NC1=C(OCCCC(=O)O)C=CC=C1)/C (4-{2-[3-(1-methylindol-5-yl)isocrotonoyl amino]phenoxy}butyric acid). Reaction SMILES: [NH2:1][C:2]1[CH:16]=[CH:15][CH:14]=[CH:13][C:3]=1[O:4][CH2:5][CH2:6][CH2:7][C:8]([O:10]CC)=[O:9].[CH3:17][N:18]1[C:26]2[C:21](=[CH:22][C:23](/[C:27](/[CH3:32])=[CH:28]/[C:29](O)=[O:30])=[CH:24][CH:25]=2)[CH:20]=[CH:19]1>>[CH3:17][N:18]1[C:26]2[C:21](=[CH:22][C:23](/[C:27](/[CH3:32])=[CH:28]/[C:29]([NH:1][C:2]3[CH:16]=[CH:15][CH:14]=[CH:13][C:3]=3[O:4][CH2:5][CH2:6][CH2:7][C:8]([OH:10])=[O:9])=[O:30])=[CH:24][CH:25]=2)[CH:20]=[CH:19]1. Procedure details: 0.46 g of compound 3 was obtained in a similar manner to those described in the Example 1 and 2 using 2.16 g of ethyl 4-(2-aminophenoxy)butyrate and 1.04 g of 3-(1-methylindol-5-yl)isocrotonic acid obtained according to the procedures described in the Reference Examples 1-4. Starting materials: E1, amine, C(C(=O)O)(=O)O (oxalic acid), FC1=C(C=CC=C1F)C1(CNCC1)O (3-(2,3-difluorophenyl)-pyrrolidin-3-ol), C([O-])([O-])=O.[K+].[K+] (potassium carbonate), C(C)#N (acetonitrile). Yields the product C1(CC1)CN1CC(CC1)(O)C1=C(C(=CC=C1)F)F ((+)-1-(CYCLOPROPYLMETHYL)-3-(2,3-DIFLUOROPHENYL)PYRROLIDIN-3-OL). As a reaction SMILES: [F:1][C:2]1[C:7]([F:8])=[CH:6][CH:5]=[CH:4][C:3]=1[C:9]1([OH:14])[CH2:13][CH2:12][NH:11][CH2:10]1.C(=O)([O-])[O-].[K+].[K+].[C:21](O)(=O)[C:22](O)=O.[C:27](#N)[CH3:28]>>[CH:21]1([CH2:22][N:11]2[CH2:12][CH2:13][C:9]([C:3]3[CH:4]=[CH:5][CH:6]=[C:7]([F:8])[C:2]=3[F:1])([OH:14])[CH2:10]2)[CH2:28][CH2:27]1 |f:1.2.3|. Procedure: Preparation according to Example 51. Enantiomer E1 of 3-(2,3-difluorophenyl)-pyrrolidin-3-ol (0.11 g, 0.55 mmol), acetonitrile (6 mL), potassium carbonate (0.140 g, 1 mmol) cyclopropylmethyl bromide (0.05 mL, 0.51 mmol). Flash chromatography on silica gel (Ethyl acetate/methanol, 10:1). Yield: 0.045 g. [α]D=+12.5°; The amine was converted to the oxalic acid salt and recrystallized from ethanol/diethyl ether/diisopropyl ether; Mp. 170-171° C.; MS m/z (relative intensity, 70 eV) 253 (M+, 27), 96 (...